describe an organic reaction: reactants, conditions, products, and yield From a dataset of the Open Reaction Database (ORD), a public repository of structured organic reaction records. Reactants: CCN=C=NCCCN(C)C, CN(C)c1ccncc1, ClCCl, Cl, O=C(O)CN1CCC(c2ccccc2)(c2ccccc2)C1=O, c1ccc(C2(c3ccccc3)CCNCC2)cc1. Yields the product O=C(CN1CCC(c2ccccc2)(c2ccccc2)C1=O)N1CCC(c2ccccc2)(c2ccccc2)CC1. RXN SMILES: [CH2:42]([N:43]=[C:44]=[N:45][CH2:46][CH2:47][CH2:48][N:49]([CH3:50])[CH3:51])[CH3:52].[CH3:56][N:57]([CH3:58])[c:59]1[cH:60][cH:61][n:62][cH:63][cH:64]1.[Cl:53][CH2:54][Cl:55].[ClH:41].[O:19]=[C:20]1[N:21]([CH2:37][C:38](=[O:39])[OH:40])[CH2:22][CH2:23][C:24]1([c:25]1[cH:26][cH:27][cH:28][cH:29][cH:30]1)[c:31]1[cH:32][cH:33][cH:34][cH:35][cH:36]1.[c:1]1([C:7]2([c:13]3[cH:14][cH:15][cH:16][cH:17][cH:18]3)[CH2:8][CH2:9][NH:10][CH2:11][CH2:12]2)[cH:2][cH:3][cH:4][cH:5][cH:6]1>>[c:1]1([C:7]2([c:13]3[cH:14][cH:15][cH:16][cH:17][cH:18]3)[CH2:8][CH2:9][N:10]([C:38]([CH2:37][N:21]3[C:20](=[O:19])[C:24]([c:25]4[cH:26][cH:27][cH:28][cH:29][cH:30]4)([c:31]4[cH:32][cH:33][cH:34][cH:35][cH:36]4)[CH2:23][CH2:22]3)=[O:39])[CH2:11][CH2:12]2)[cH:2][cH:3][cH:4][cH:5][cH:6]1. The reactants are C(C)(C)(C)OC(=O)N1CCN(CC1)C1=NC=C(C(=C1)C1=C(C=CC=C1)C)C(N(C)CC1=CC(=CC(=C1)C(F)(F)F)C(F)(F)F)=O (4-{5-[(3,5-bis-trifluoromethyl-benzyl)-methyl-carbamoyl]-4-o-tolyl-pyridin-2-yl}-piperazine-1-carboxylic acid tert-butyl ester), CO (methanol), [OH-].[Na+] (sodium hydroxide). The solvent is C(C)(=O)OCC (ethyl acetate), C(C)(=O)OCC (ethyl acetate). Yields the product FC(C=1C=C(CN(C(C2=CN=C(C=C2C2=C(C=CC=C2)C)N2CCNCC2)=O)C)C=C(C1)C(F)(F)F)(F)F (N-(3,5-Bis-trifluoromethyl-benzyl)-N-methyl-6-piperazin-1-yl-4-o-tolyl-nicotinamide). Isolated yield 8.7%. As a reaction SMILES: C(OC([N:8]1[CH2:13][CH2:12][N:11]([C:14]2[CH:19]=[C:18]([C:20]3[CH:25]=[CH:24][CH:23]=[CH:22][C:21]=3[CH3:26])[C:17]([C:27](=[O:45])[N:28]([CH2:30][C:31]3[CH:36]=[C:35]([C:37]([F:40])([F:39])[F:38])[CH:34]=[C:33]([C:41]([F:44])([F:43])[F:42])[CH:32]=3)[CH3:29])=[CH:16][N:15]=2)[CH2:10][CH2:9]1)=O)(C)(C)C.CO.[OH-].[Na+]>C(OCC)(=O)C>[F:43][C:41]([F:42])([F:44])[C:33]1[CH:32]=[C:31]([CH:36]=[C:35]([C:37]([F:39])([F:40])[F:38])[CH:34]=1)[CH2:30][N:28]([CH3:29])[C:27](=[O:45])[C:17]1[C:18]([C:20]2[CH:25]=[CH:24][CH:23]=[CH:22][C:21]=2[CH3:26])=[CH:19][C:14]([N:11]2[CH2:10][CH2:9][NH:8][CH2:13][CH2:12]2)=[N:15][CH:16]=1 |f:2.3|. Procedure: To a solution of 6.60 g (104 mmol) 4-{5-[(3,5-bis-trifluoromethyl-benzyl)-methyl-carbamoyl]-4-o-tolyl-pyridin-2-yl}-piperazine-1-carboxylic acid tert-butyl ester (Example 43) and 8.40 ml (207 mmol) methanol in 50 ml ethyl acetate 14.7 ml (207 mmol) acetyl chloride were added dropwise at 0° C. After 4 h the reaction mixture was diluted with ethyl acetate and treated with 1 N sodium hydroxide solution. The layers were separated and the aqueous layer extracted with dichloromethane. The combined org... Yields the product Cc1[nH]cnc1CC1CCc2cccnc2C1. RXN SMILES: [CH3:1][c:2]1[c:3]([CH2:7][CH:8]2[CH2:9][CH2:10][c:11]3[cH:12][cH:13][cH:14][n:15][c:16]3[C:17]2=[O:18])[n:4][cH:5][nH:6]1.[K+:20].[NH2:22][NH2:23].[OH-:19].[OH2:21].[OH2:28].[OH:24][CH2:25][CH2:26][OH:27]>>[CH3:1][c:2]1[c:3]([CH2:7][CH:8]2[CH2:9][CH2:10][c:11]3[cH:12][cH:13][cH:14][n:15][c:16]3[CH2:17]2)[n:4][cH:5][nH:6]1. Starting materials: Cc1[nH]cnc1CC1CCc2cccnc2C1=O, [K+], NN, [OH-], O, O, OCCO. Reactants: CCOC(=O)COc1ccc(S(=O)(=O)c2ccc(Oc3ccc(S(=O)(=O)C(F)(F)F)cc3[N+](=O)[O-])cc2)cc1, CC(C)O, [Na+], C1CCOC1, [OH-]. Product: O=C(O)COc1ccc(S(=O)(=O)c2ccc(Oc3ccc(S(=O)(=O)C(F)(F)F)cc3[N+](=O)[O-])cc2)cc1. As a reaction SMILES: [CH2:1]([CH3:2])[O:3][C:4]([CH2:5][O:6][c:7]1[cH:8][cH:9][c:10]([S:13](=[O:14])(=[O:15])[c:16]2[cH:17][cH:18][c:19]([O:22][c:23]3[c:24]([N+:36](=[O:37])[O-:38])[cH:25][c:26]([S:29](=[O:30])(=[O:31])[C:32]([F:33])([F:34])[F:35])[cH:27][cH:28]3)[cH:20][cH:21]2)[cH:11][cH:12]1)=[O:39].[CH:42]([OH:43])([CH3:44])[CH3:45].[Na+:41].[O:46]1[CH2:47][CH2:48][CH2:49][CH2:50]1.[OH-:40]>>[O:3]=[C:4]([CH2:5][O:6][c:7]1[cH:8][cH:9][c:10]([S:13](=[O:14])(=[O:15])[c:16]2[cH:17][cH:18][c:19]([O:22][c:23]3[c:24]([N+:36](=[O:37])[O-:38])[cH:25][c:26]([S:29](=[O:30])(=[O:31])[C:32]([F:33])([F:34])[F:35])[cH:27][cH:28]3)[cH:20][cH:21]2)[cH:11][cH:12]1)[OH:39]. The reactants are ClCCl (dichloromethane), FC1=C(C(=O)Cl)C(=CC=C1)F (2,6-difluorobenzoyl chloride), ClC=1C(=CC2=C(OC(O2)(F)F)C1)C=1C=CC(=NC1)N (5-(6-chloro-2,2-difluorobenzo[d][1,3]dioxol-5-yl)pyridin-2-amine), CCN(C(C)C)C(C)C (Hünig's base), ClCCl (dichloromethane). Reagents/catalysts: CN(C)C=1C=CN=CC1 (DMAP). The solvent is O1CCCC1 (tetrahydrofuran), CO (methanol), [OH-].[Li+] (lithium hydroxide). Conditions: temperature 60 celsius, time 0.5 hour. Yields the product ClC1=C(C(=O)NC2=NC=C(C=C2)C2=CC3=C(OC(O3)(F)F)C=C2Cl)C=CC=C1 (2-chloro-N-(5-(6-chloro-2,2-difluorobenzo[d][1,3]dioxol-5-yl)pyridin-2-yl)benzamide). Yield: 58.0%. As a reaction SMILES: F[C:2]1[CH:10]=[CH:9][CH:8]=[C:7](F)[C:3]=1[C:4](Cl)=[O:5].[Cl:12][C:13]1[C:14]([C:24]2[CH:25]=[CH:26][C:27]([NH2:30])=[N:28][CH:29]=2)=[CH:15][C:16]2[O:20][C:19]([F:22])([F:21])[O:18][C:17]=2[CH:23]=1.CCN(C(C)C)C(C)C.[Cl:40]CCl>CN(C1C=CN=CC=1)C.O1CCCC1.CO.[OH-].[Li+]>[Cl:40][C:2]1[CH:10]=[CH:9][CH:8]=[CH:7][C:3]=1[C:4]([NH:30][C:27]1[CH:26]=[CH:25][C:24]([C:14]2[C:13]([Cl:12])=[CH:23][C:17]3[O:18][C:19]([F:21])([F:22])[O:20][C:16]=3[CH:15]=2)=[CH:29][N:28]=1)=[O:5] |f:7.8|. Reported procedure: Under an atmosphere of argon, acid 2,6-difluorobenzoyl chloride (16 mg, 92 μmol) was added to a stirred solution of 113 (25 mg, 88 μmol), Hünig's base (46 μL, 34 mg, 260 μmol), and DMAP (1.1 mg, 8.8 μmol) in dichloromethane (440 μL) at room temperature. The reaction was stirred for 0.5 h. The solution was diluted with tetrahydrofuran (500 μL), methanol (200 μL) and 1.2 M lithium hydroxide solution (100 μL). The mixture was stirred and heated to 60° C. for 5 min then cooled to room temperature an... Starting materials: ClC1=C(C=CC(=C1)Cl)C1(OC1)C (2-(2,4-dichlorophenyl)-2-methyloxirane), C(CCC)[Li] (Butyl lithium), ClC=1SC=CN1 (2-chlorothiazole), O (Water). Product: ClC1=C(C=CC(=C1)Cl)C(CC1=CN=C(S1)Cl)(C)O (2-(2,4-dichlorophenyl)-1-(2-chlorothiazol-5-yl)-propan-2-ol). Solvent: O1CCCC1 (tetrahydrofuran), CCCCCC (hexane), O1CCCC1 (tetrahydrofuran). Procedure details: Butyl lithium (2.5 M, 12.5 ml) in hexane was added to a solution of 2-chlorothiazole (3.6 g, 30 mmol) in tetrahydrofuran (100 ml) at -78° C. under an atmosphere of nitrogen. After 10 minutes, a solution of 2-(2,4-dichlorophenyl)-2-methyloxirane (5.4 g, 26 mmol) in tetrahydrofuran (40 ml) was added and the mixture was slowly allowed to warm to room temperature and then stirred for a further 3 hours. Water was added and the tetrahydrofuran was then evaporated under reduced pressure. The residue wa... Run at time 10 minute. Yield: 76.3%. As a reaction SMILES: C([Li])CCC.[Cl:6][C:7]1[S:8][CH:9]=[CH:10][N:11]=1.[Cl:12][C:13]1[CH:18]=[C:17]([Cl:19])[CH:16]=[CH:15][C:14]=1[C:20]1([CH3:23])[CH2:22][O:21]1.O>CCCCCC.O1CCCC1>[Cl:12][C:13]1[CH:18]=[C:17]([Cl:19])[CH:16]=[CH:15][C:14]=1[C:20]([OH:21])([CH3:22])[CH2:23][C:9]1[S:8][C:7]([Cl:6])=[N:11][CH:10]=1. Starting materials: CC1(CC(C1)C(=O)O)C (3,3-dimethylcyclobutanecarboxylic acid), C(C(=O)Cl)(=O)Cl (oxalyl chloride). Reagents/catalysts: CN(C=O)C (N,N-dimethylformamide). Run in ClCCl (dichloromethane). Conditions: time 2 hour. Yields the product CC1(CC(C1)C(=O)Cl)C (3,3-dimethylcyclobutanecarbonylchloride). Isolated yield 100.0%. RXN SMILES: [CH3:1][C:2]1([CH3:9])[CH2:5][CH:4]([C:6](O)=[O:7])[CH2:3]1.C(Cl)(=O)C([Cl:13])=O>ClCCl.CN(C)C=O>[CH3:1][C:2]1([CH3:9])[CH2:5][CH:4]([C:6]([Cl:13])=[O:7])[CH2:3]1. Procedure details: To a 0° C. solution of 3,3-dimethylcyclobutanecarboxylic acid (1.35 g, 10.5 mmol) in dichloromethane (10 mL) was slowly added oxalyl chloride (4.01 g, 31.6 mmol) and 1 drop of N,N-dimethylformamide. The reaction was warmed to room temperature and stirred for 2 hours. The reaction was concentrated in vacuo to give crude 3,3-dimethylcyclobutanecarbonylchloride (1.54 g) as a yellow oil.